Dataset: the Open Reaction Database (ORD), a public repository of structured organic reaction records. Task: describe an organic reaction: reactants, conditions, products, and yield Reactants: OCC(COC1=CC=C(CC2C(NC(S2)=N)=O)C=C1)C1=NC=CC=C1C (5-{4-[3-hydroxy-2-(3-methyl-2-pyridyl)propoxy]benzyl}-2-imino-4-thiazolidinone), C(C)O (ethanol). Solvent: Cl (hydrochloric acid). The product is OCC(COC1=CC=C(CC2C(NC(S2)=O)=O)C=C1)C1=NC=CC=C1C (5-{4-[3-hydroxy-2-(3-methyl-2-pyridyl)propoxy]-benzyl}-2,4-thiazolidinedione). As a reaction SMILES: [OH:1][CH2:2][CH:3]([C:20]1[C:25]([CH3:26])=[CH:24][CH:23]=[CH:22][N:21]=1)[CH2:4][O:5][C:6]1[CH:19]=[CH:18][C:9]([CH2:10][CH:11]2[S:15][C:14](=N)[NH:13][C:12]2=[O:17])=[CH:8][CH:7]=1.C([OH:29])C>Cl>[OH:1][CH2:2][CH:3]([C:20]1[C:25]([CH3:26])=[CH:24][CH:23]=[CH:22][N:21]=1)[CH2:4][O:5][C:6]1[CH:19]=[CH:18][C:9]([CH2:10][CH:11]2[S:15][C:14](=[O:29])[NH:13][C:12]2=[O:17])=[CH:8][CH:7]=1. Procedure: 5-{4-[3-hydroxy-2-(3-methyl-2-pyridyl)propoxy]benzyl}-2-imino-4-thiazolidinone (2.3 g) was dissolved in a mixture of 2N-hydrochloric acid and ethanol (20 ml), and the solution was heated under reflux for 4 hours. After neutralization with aqueous sodium hydrogencarbonate solution, the solution was extracted with chloroform, and the chloroform layer was washed with water and dried (MgSO4). The solvent was distilled off to give 5-{4-[3-hydroxy-2-(3-methyl-2-pyridyl)propoxy]-benzyl}-2,4-thiazolidin... Starting materials: C1CCOC1, CCOC(=O)c1cnc(Cl)nc1Nc1ccc(-n2cccn2)c(F)c1, [Li+], [OH-]. Product: O=C(O)c1cnc(Cl)nc1Nc1ccc(-n2cccn2)c(F)c1. Reaction SMILES: [CH2:28]1[O:29][CH2:30][CH2:31][CH2:32]1.[Cl:1][c:2]1[n:3][cH:4][c:5]([C:21](=[O:22])[O:23][CH2:24][CH3:25])[c:6]([NH:8][c:9]2[cH:10][c:11]([F:20])[c:12](-[n:15]3[n:16][cH:17][cH:18][cH:19]3)[cH:13][cH:14]2)[n:7]1.[Li+:27].[OH-:26]>>[Cl:1][c:2]1[n:3][cH:4][c:5]([C:21](=[O:22])[OH:23])[c:6]([NH:8][c:9]2[cH:10][c:11]([F:20])[c:12](-[n:15]3[n:16][cH:17][cH:18][cH:19]3)[cH:13][cH:14]2)[n:7]1. The reactants are CNCC#C (N-methylpropargyl amine), FC=1C(=C2/C(/C(NC2=CC1)=O)=C/C=1NC=CC1)I ((Z)-1,3-dihydro-5-fluoro-4-iodo-3-[(1H-pyrrol-2-yl)methylene]-2H-indol-2-one), FC=1C(=C2/C(/C(NC2=CC1)=O)=C/C=1NC=CC1)I ((Z)-1,3-dihydro-5-fluoro-4-iodo-3-[(1H-pyrrol-2-yl)methylene]-2H-indol-2-one). Reagents/catalysts: C=1C=CC(=CC1)[P](C=2C=CC=CC2)(C=3C=CC=CC3)[Pd]([P](C=4C=CC=CC4)(C=5C=CC=CC5)C=6C=CC=CC6)([P](C=7C=CC=CC7)(C=8C=CC=CC8)C=9C=CC=CC9)[P](C=1C=CC=CC1)(C=1C=CC=CC1)C=1C=CC=CC1 ((Ph3P)4Pd). Solvent: CCN(CC)CC (Et3N), CN(C)C=O (DMF). Yields the product FC=1C(=C2/C(/C(NC2=CC1)=O)=C/C=1NC=CC1)C#CCNC ((Z)-1,3-Dihydro-5-fluoro-4-[3-(N-methylamino)-1-propynyl]-3-[(1H-pyrrol-2-yl)methylene]-2H-indol-2-one). Reaction SMILES: [CH3:1][NH:2][CH2:3][C:4]#[CH:5].[F:6][C:7]1[C:8](I)=[C:9]2[C:13](=[CH:14][CH:15]=1)[NH:12][C:11](=[O:16])/[C:10]/2=[CH:17]\[C:18]1[NH:19][CH:20]=[CH:21][CH:22]=1>C1C=CC([P]([Pd]([P](C2C=CC=CC=2)(C2C=CC=CC=2)C2C=CC=CC=2)([P](C2C=CC=CC=2)(C2C=CC=CC=2)C2C=CC=CC=2)[P](C2C=CC=CC=2)(C2C=CC=CC=2)C2C=CC=CC=2)(C2C=CC=CC=2)C2C=CC=CC=2)=CC=1.CN(C=O)C.CCN(CC)CC>[F:6][C:7]1[C:8]([C:5]#[C:4][CH2:3][NH:2][CH3:1])=[C:9]2[C:13](=[CH:14][CH:15]=1)[NH:12][C:11](=[O:16])/[C:10]/2=[CH:17]\[C:18]1[NH:19][CH:20]=[CH:21][CH:22]=1 |^1:27,29,48,67|. Reported procedure: Using Method C above, N-methylpropargyl amine (48.4 mg, 0.7 mmol) was coupled with (Z)-1,3-dihydro-5-fluoro-4-iodo-3-[(1H-pyrrol-2-yl)methylene]-2H-indol-2-one (100 mg, 0.28 mmol) (Starting Material 5, supra) using (Ph3P)4Pd (32 mg) and Cul (5.3 mg) as catalyst in DMF (5 mL) and Et3N (5 mL) as solvent at 85° C. for 18 h to yield (Z)-1,3-Dihydro-5-fluoro-4-[3-(N-methylamino)-1-propynyl]-3-[(1H-pyrrol-2-yl)methylene]-2H-indol-2-one. (Yield 10 mg, 12%). The reactants are C(C1=CC=CC=C1)N1CCC2(C(NC(N2C2=CC=C(C=C2)F)=O)=O)CC1 (8-benzyl-1-(4-fluoro-phenyl)-1,3,8-triaza-spiro[4.5]decane-2,4-dione), ClCCCl (1,2-dichloroethane), ClC(=O)OC(C)Cl (1-chloroethyl chloroformate). Solvent: CO (methanol). The product is FC1=CC=C(C=C1)N1C(NC(C12CCNCC2)=O)=O (1-(4-fluoro-phenyl)-1,3,8-triaza-spiro[4.5]decane-2,4-dione). As a reaction SMILES: C([N:8]1[CH2:26][CH2:25][C:11]2([N:15]([C:16]3[CH:21]=[CH:20][C:19]([F:22])=[CH:18][CH:17]=3)[C:14](=[O:23])[NH:13][C:12]2=[O:24])[CH2:10][CH2:9]1)C1C=CC=CC=1.ClCCCl.ClC(OC(Cl)C)=O>CO>[F:22][C:19]1[CH:20]=[CH:21][C:16]([N:15]2[C:11]3([CH2:10][CH2:9][NH:8][CH2:26][CH2:25]3)[C:12](=[O:24])[NH:13][C:14]2=[O:23])=[CH:17][CH:18]=1. Procedure: Combine 8-benzyl-1-(4-fluoro-phenyl)-1,3,8-triaza-spiro[4.5]decane-2,4-dione (10 mmol) and 1,2-dichloroethane (70 mL). Cool using an ice bath. Add in dropwise fashion, 1-chloroethyl chloroformate (48.6 mmol). Warm to ambient temperature and maintain for 1 h. Extract using saturated NaHCO3 (120 mL). Extract the aqueous phase using dichloromethane (120 mL). Combine the organic layers, extract with saturated NaCl, dry over Na2SO4, filter, and concentrate in vacuo to obtain a residue. Add anhydrous ...